From a dataset of the Open Reaction Database (ORD), a public repository of structured organic reaction records. describe an organic reaction: reactants, conditions, products, and yield The reactants are COC1=CC=C(C=C1)C(CCCCC(=O)NO)C=1C(C2=CC=CC=C2C(C1C)=O)=O (6-(4-methoxyphenyl)-6-(3-methyl-1,4-naphthoquinon-2-yl)hexanohydroxamic acid), C(C)N=C=O (ethyl isocyanate). The solvent is C1CCOC1 (THF), C1CCOC1 (THF). Reaction conditions: time 2 hour. Yields the product C(C)NC(=O)ONC(CCCCC(C=1C(C2=CC=CC=C2C(C1C)=O)=O)C1=CC=C(C=C1)OC)=O (O-Ethylcarbamoyl-6-(4-methoxyphenyl)-6-(3-methyl-1,4-naphthoquinon-2-yl)hexanohydroxamic acid). Isolated yield 49.4%. Reaction SMILES: [CH3:1][O:2][C:3]1[CH:8]=[CH:7][C:6]([CH:9]([C:18]2[C:19](=[O:30])[C:20]3[C:25]([C:26](=[O:29])[C:27]=2[CH3:28])=[CH:24][CH:23]=[CH:22][CH:21]=3)[CH2:10][CH2:11][CH2:12][CH2:13][C:14]([NH:16][OH:17])=[O:15])=[CH:5][CH:4]=1.[CH2:31]([N:33]=[C:34]=[O:35])[CH3:32]>C1COCC1>[CH2:31]([NH:33][C:34]([O:17][NH:16][C:14](=[O:15])[CH2:13][CH2:12][CH2:11][CH2:10][CH:9]([C:6]1[CH:5]=[CH:4][C:3]([O:2][CH3:1])=[CH:8][CH:7]=1)[C:18]1[C:19](=[O:30])[C:20]2[C:25]([C:26](=[O:29])[C:27]=1[CH3:28])=[CH:24][CH:23]=[CH:22][CH:21]=2)=[O:35])[CH3:32]. Procedure: To a solution of 6-(4-methoxyphenyl)-6-(3-methyl-1,4-naphthoquinon-2-yl)hexanohydroxamic acid (0.5 g) in THF was added a THF (2 ml) solution of ethyl isocyanate (0.1 g) at room temperature and the mixture was stirred for 2 hours. The solvent was then distilled off under reduced pressure and the residue was purified by silica gel column chromatography (hexane-ethyl acetate=1:1). The resulting oil was crystallized from hexane to provide the title compound (0.29 g). The reactants are C(C=C)[Mg]Cl (allylmagnesium chloride), C[C@@H]1[C@@H](C2(CCCC2)C=CC1)C(=O)OCC (rel-(6S,7S)-ethyl 7-methylspiro[4.5]dec-9-ene-6-carboxylate), Cl (HCl), CC(C)(C)[O-].[K+] (KOt-Bu), Cl (HCl). Reagents/catalysts: CC=1C=CC(=CC1)S(=O)(=O)O.O (PTSA.H2O). Run in C1CCOC1 (THF), O (water), CN(C)C=O (DMF). Run at temperature 20 celsius, time 1 hour. Yields the product crude product, C[C@@H]1[C@@H](C2(CCCC2)C=CC1)C(\C=C\C)=O ((E)-1-(rel-(6S,7S)-7-methylspiro[4.5]dec-9-en-6-yl)but-2-en-1-one). Isolated yield 43.0%. As a reaction SMILES: [CH2:1]([Mg]Cl)[CH:2]=[CH2:3].[CH3:6][C@H:7]1[CH2:16][CH:15]=[CH:14][C:9]2([CH2:13][CH2:12][CH2:11][CH2:10]2)[C@H:8]1[C:17]([O:19]CC)=O.Cl.CC([O-])(C)C.[K+]>C1COCC1.CN(C=O)C.CC1C=CC(S(O)(=O)=O)=CC=1.O.O>[CH3:6][C@H:7]1[CH2:16][CH:15]=[CH:14][C:9]2([CH2:10][CH2:11][CH2:12][CH2:13]2)[C@H:8]1[C:17](=[O:19])/[CH:1]=[CH:2]/[CH3:3] |f:3.4,7.8|. Procedure: At 5° C., a solution of allylmagnesium chloride (12.1 ml, 2 M in THF) was treated dropwise with a solution of rel-(6S,7S)-ethyl 7-methylspiro[4.5]dec-9-ene-6-carboxylate (1.5 g, 6.7 mmol, prepared as described in Example 19) in THF (20 ml), stirred at 20° C. for 1 h, poured into cold 2N aqueous HCl (30 ml), and extracted twice with MTBE (70 ml). The combined organic phases were washed with water (100 ml), with a saturated aqueous solution of NaCl (100 ml), dried (MgSO4), and concentrated. The cr... The reactants are COC(=O)C1CCC(N(CCO)Cc2ccccc2)CC1, CO. Product: COC(=O)C1CCC(N)CC1. As a reaction SMILES: [CH2:1]([c:5]1[cH:6][cH:7][cH:9][cH:10][cH:11]1)[N:8]([CH2:2][CH2:3][OH:4])[CH:12]1[CH2:13][CH2:14][CH:15]([C:18](=[O:19])[O:20][CH3:21])[CH2:16][CH2:17]1.[CH3:22][OH:23]>>[NH2:8][CH:12]1[CH2:13][CH2:14][CH:15]([C:18](=[O:19])[O:20][CH3:21])[CH2:16][CH2:17]1. Reactants: C(CC(=O)C)(=O)OCCN(C\C(=C\C1=CC=C(C=C1)CC=1C=NC=CC1)\C)C (2-[N-methyl-N-[(E)-3-[4-(pyridin-3-ylmethyl)phenyl]-2-methylallyl]amino]ethyl acetoacetate), N\C(=C/C(=O)OC(C)C)\C (isopropyl 3-aminocrotonate), [N+](=O)([O-])C=1C=C(C=O)C=CC1 (3-nitrobenzaldehyde). The solvent is CC(C)O (2-propanol). The product is CC=1NC(=C(C(C1C(=O)OCCN(C\C(=C\C1=CC=C(C=C1)CC=1C=NC=CC1)\C)C)C1=CC(=CC=C1)[N+](=O)[O-])C(=O)OC(C)C)C (3-[2-[N-methyl-N-[(E)-3-[4-(pyridin-3-ylmethyl)phenyl]-2-methylallyl]amino]ethyl] 5-isopropyl 2,6-dimethyl-4-(3-nitrophenyl)-1,4-dihydropyridine-3,5-dicarboxylate). The yield is 71.5%. RXN SMILES: [C:1]([O:7][CH2:8][CH2:9][N:10]([CH3:28])[CH2:11]/[C:12](/[CH3:27])=[CH:13]/[C:14]1[CH:19]=[CH:18][C:17]([CH2:20][C:21]2[CH:22]=[N:23][CH:24]=[CH:25][CH:26]=2)=[CH:16][CH:15]=1)(=[O:6])[CH2:2][C:3]([CH3:5])=O.[NH2:29]/[C:30](/[CH3:38])=[CH:31]\[C:32]([O:34][CH:35]([CH3:37])[CH3:36])=[O:33].[N+:39]([C:42]1[CH:43]=[C:44]([CH:47]=[CH:48][CH:49]=1)[CH:45]=O)([O-:41])=[O:40]>CC(O)C>[CH3:5][C:3]1[NH:29][C:30]([CH3:38])=[C:31]([C:32]([O:34][CH:35]([CH3:37])[CH3:36])=[O:33])[CH:45]([C:44]2[CH:47]=[CH:48][CH:49]=[C:42]([N+:39]([O-:41])=[O:40])[CH:43]=2)[C:2]=1[C:1]([O:7][CH2:8][CH2:9][N:10]([CH3:28])[CH2:11]/[C:12](/[CH3:27])=[CH:13]/[C:14]1[CH:19]=[CH:18][C:17]([CH2:20][C:21]2[CH:22]=[N:23][CH:24]=[CH:25][CH:26]=2)=[CH:16][CH:15]=1)=[O:6]. Procedure details: In 4 ml of 2-propanol were dissolved 1.01 g of 2-[N-methyl-N-[(E)-3-[4-(pyridin-3-ylmethyl)phenyl]-2-methylallyl]amino]ethyl acetoacetate, 0.38 g of isopropyl 3-aminocrotonate and 0.40 g of 3-nitrobenzaldehyde, and the resulting mixture was subjected to reaction under reflux for 3 hours. Subsequently, the solvent was removed by distillation under reduced pressure, and the residue thus obtained was purified by a column chromatography [Wako Silica Gel C-200, eluant: benzene:ethyl acetate (1:1 by v...